From a dataset of the Open Reaction Database (ORD), a public repository of structured organic reaction records. describe an organic reaction: reactants, conditions, products, and yield Reactants: FC=1C=C(N)C=CC1F (3,4-difluoroaniline), Cl (HCl), N(=O)[O-].[Na+] (NaNO2), CC(=O)[O-].[Na+] (NaOAc), C(C)OC(C[N+]#[C-])=O (ethyl-2-isocyanoacetate), diazonium salt, N(=O)[O-].[Na+] (NaNO2). The solvent is O (H2O), CCO.O (EtOH H2O). Reaction conditions: temperature 0 celsius, time 30 minute. The product is FC=1C=C(C=CC1F)N1N=C(N=C1)C(=O)OCC (ethyl 1-(3,4-difluorophenyl)-1H-1,2,4-triazole-3-carboxylate). The yield is 13.0%. Reaction SMILES: [F:1][C:2]1[CH:3]=[C:4]([CH:6]=[CH:7][C:8]=1[F:9])[NH2:5].Cl.[N:11]([O-])=O.[Na+].CC([O-])=O.[Na+].[CH2:20]([O:22][C:23](=[O:27])[CH2:24][N+:25]#[C-:26])[CH3:21]>O.CCO.O>[F:1][C:2]1[CH:3]=[C:4]([N:5]2[CH:26]=[N:25][C:24]([C:23]([O:22][CH2:20][CH3:21])=[O:27])=[N:11]2)[CH:6]=[CH:7][C:8]=1[F:9] |f:2.3,4.5,8.9|. Reported procedure: To a solution of 3,4-difluoroaniline (1 mL, 10 mmol) in 5.4 mL of H2O at 0° C. was added 2.8 mL of conc. HCl followed by NaNO2 (1.0 g, 15 mmol, 1.5 eq). The mixture was stirred at 0° C. for 30 min. An additional amount of NaNO2 (0.35 g, 5 mmol, 0.5 eq) was added and the mixture was stirred for 1 h at 0° C. To a separate solution of NaOAc (8.9 g, 108 mmol, 11 eq) in 13 mL EtOH/H2O (12:1) was added ethyl-2-isocyanoacetate (1.1 mL, 10 mmol, 1 eq). The mixture was cooled to 0° C. and the diazonium s... Starting materials: BrC1=CC=C(OCCCN2CCN(CC2)C(=O)OC(C)(C)C)C=C1 (tert-butyl 4-(3-(4-bromophenoxy)propyl)piperazine-1-carboxylate), Cl.C(C)(=O)OCC (HCl ethyl acetate). The solvent is C(C)(=O)OCC (ethyl acetate). Run at time 4 hour. Yields the product BrC1=CC=C(OCCCN2CCNCC2)C=C1 (1-(3-(4-bromophenoxy)propyl)piperazine). Isolated yield 100.3%. RXN SMILES: [Br:1][C:2]1[CH:24]=[CH:23][C:5]([O:6][CH2:7][CH2:8][CH2:9][N:10]2[CH2:15][CH2:14][N:13](C(OC(C)(C)C)=O)[CH2:12][CH2:11]2)=[CH:4][CH:3]=1.Cl.C(OCC)(=O)C>C(OCC)(=O)C>[Br:1][C:2]1[CH:3]=[CH:4][C:5]([O:6][CH2:7][CH2:8][CH2:9][N:10]2[CH2:11][CH2:12][NH:13][CH2:14][CH2:15]2)=[CH:23][CH:24]=1 |f:1.2|. Procedure: To a mixture of tert-butyl 4-(3-(4-bromophenoxy)propyl)piperazine-1-carboxylate (200 mg, 0.50 mmol) in ethyl acetate (10 mL) was added HCl/ethyl acetate (20 mL). The mixture was stirred at rt for 4 hours. The mixture was concentrated to give the title compound (150 mg, 100% yield) as a white solid.